From a dataset of the Open Reaction Database (ORD), a public repository of structured organic reaction records. describe an organic reaction: reactants, conditions, products, and yield Starting materials: C(O)([O-])=O.[Na+] (sodium hydrogen carbonate), C(C1=CC=CC=C1)N1CC(CC1)(C)NC(C)=O (N-(1-benzyl-3-methylpyrrolidin-3-yl)-acetamide). Reagents/catalysts: CC([O-])C.[Ti+4].CC([O-])C.CC([O-])C.CC([O-])C (titanium (IV) isopropoxide). The solvent is C1(=CC=CC=C1)[SiH2]C1=CC=CC=C1 (diphenylsilane). Reaction conditions: time 8 hour. Yields the product C(C1=CC=CC=C1)N1CC(CC1)(C)N (1-benzyl-3-methylpyrrolidin-3-ylamine). RXN SMILES: [CH2:1]([N:8]1[CH2:12][CH2:11][C:10]([NH:14]C(=O)C)([CH3:13])[CH2:9]1)[C:2]1[CH:7]=[CH:6][CH:5]=[CH:4][CH:3]=1.C(=O)([O-])O.[Na+]>CC(C)[O-].[Ti+4].CC(C)[O-].CC(C)[O-].CC(C)[O-].C1([SiH2]C2C=CC=CC=2)C=CC=CC=1>[CH2:1]([N:8]1[CH2:12][CH2:11][C:10]([NH2:14])([CH3:13])[CH2:9]1)[C:2]1[CH:3]=[CH:4][CH:5]=[CH:6][CH:7]=1 |f:1.2,3.4.5.6.7|. Procedure: Add titanium (IV) isopropoxide (2.8 mL, 9.46 mmol) dropwise to a stirred mixture of N-(1-benzyl-3-methylpyrrolidin-3-yl)-acetamide (2 g, 8.6 mmol) and diphenylsilane (10 mL). Stir overnight at room temperature under nitrogen. Pour into saturated aqueous sodium hydrogen carbonate and extract with chloroform. Combine the organic layers and wash with saturated aqueous sodium chloride, dry (magnesium sulfate) and concentrate. Add methanol and filter off the white precipitate. Add bulk Isolute sorben... RXN SMILES: [CH2:1]=[CH:2][CH2:3][CH2:4][CH2:5][CH3:6].[C:7]([O:11][CH3:12])(=[O:10])[CH:8]=[O:9]>>[OH:9][CH:8]([CH2:1][CH:2]=[CH:3][CH2:4][CH2:5][CH3:6])[C:7]([O:11][CH3:12])=[O:10]. The reactants are C=CCCCC (1-hexene), alkene, C(C=O)(=O)OC (methyl glyoxalate). Product: OC(C(=O)OC)CC=CCCC (methyl 2-hydroxy-4-octenoate). Procedure: The synthesis of this acid is in accordance with the following scheme, in which 1-hexene (22) is the alkene starting material which is reacted with methyl glyoxalate to form methyl 2-hydroxy-4-octenoate (23) and then hydrolysed to form the free acid (21): ##STR13## The reactants are [BH4-], CCC(=O)C(C)(C)C, CC(N)c1ccccc1, [Na+], c1ccccc1. Product: CCC(NC(C)c1ccccc1)C(C)(C)C. RXN SMILES: [BH4-:18].[CH3:1][C:2]([C:3]([CH2:4][CH3:5])=[O:6])([CH3:7])[CH3:8].[CH3:9][CH:10]([c:11]1[cH:12][cH:13][cH:14][cH:15][cH:16]1)[NH2:17].[Na+:19].[cH:20]1[cH:21][cH:22][cH:23][cH:24][cH:25]1>>[CH3:1][C:2]([CH:3]([CH2:4][CH3:5])[NH:17][CH:10]([CH3:9])[c:11]1[cH:12][cH:13][cH:14][cH:15][cH:16]1)([CH3:7])[CH3:8]. Starting materials: OC1=CC=C(C=C1)N1C(C=C2CCCCC12)=O (1-(4-hydroxyphenyl)2-oxo-2,4,5,6,7,7 a-hexahydro-indole), CC(C)([O-])C.[K+] (potassium tertiary-butoxide), CN(CCCl)C (2-dimethylamino-1-chloroethane). Reaction conditions: temperature 60 celsius. Yields the product CN(CCOC1=CC=C(C=C1)N1C(C=C2CCCCC12)=O)C (1-[4-(2-dimethylaminoethoxy)-phenyl]-2-oxo-2,4,5,6,7,7a-hexahydro-indole). Isolated yield 58.3%. As a reaction SMILES: [OH:1][C:2]1[CH:7]=[CH:6][C:5]([N:8]2[CH:16]3[C:11]([CH2:12][CH2:13][CH2:14][CH2:15]3)=[CH:10][C:9]2=[O:17])=[CH:4][CH:3]=1.CC(C)([O-])C.[K+].[CH3:24][N:25]([CH3:29])[CH2:26][CH2:27]Cl>>[CH3:24][N:25]([CH3:29])[CH2:26][CH2:27][O:1][C:2]1[CH:3]=[CH:4][C:5]([N:8]2[CH:16]3[C:11]([CH2:12][CH2:13][CH2:14][CH2:15]3)=[CH:10][C:9]2=[O:17])=[CH:6][CH:7]=1 |f:1.2|. Procedure: In accordance with the procedure described in Example 1b), 22.9 g (0.1 mol) of 1-(4-hydroxyphenyl)2-oxo-2,4,5,6,7,7 a-hexahydro-indole were added to a solution of potassium tertiary-butoxide [potassium metal: 3.9 g (1.1 mol); tertiary-butanol, 100 cm3 ], and this solution was added to 11.8 g (0.11 mole) of 2-dimethylamino-1-chloroethane. After heating for 6 hours at 60° C, the crude product of the reaction was isolated as in Example 1b), and purified by crystallisation from hexane. 17.5 g (yield... Starting materials: C(=O)[O-].[NH4+] (ammonium formate), COCCOC1=NC=C(C=C1N1N=CC=N1)[N+](=O)[O-] (2-(2-methoxyethoxy)-5-nitro-3-(2H-1,2,3-triazol-2-yl)pyridine). Reagents/catalysts: [Pd] (Pd/C). The solvent is CO.C(C)(=O)OCC (MeOH ethyl acetate). Product: COCCOC1=C(C=C(C=N1)N)N1N=CC=N1 (6-(2-methoxyethoxy)-5-(2H-1,2,3-triazol-2-yl)pyridin-3-amine). The yield is 94.6%. RXN SMILES: C([O-])=O.[NH4+].[CH3:5][O:6][CH2:7][CH2:8][O:9][C:10]1[C:15]([N:16]2[N:20]=[CH:19][CH:18]=[N:17]2)=[CH:14][C:13]([N+:21]([O-])=O)=[CH:12][N:11]=1>[Pd].CO.C(OCC)(=O)C>[CH3:5][O:6][CH2:7][CH2:8][O:9][C:10]1[N:11]=[CH:12][C:13]([NH2:21])=[CH:14][C:15]=1[N:16]1[N:20]=[CH:19][CH:18]=[N:17]1 |f:0.1,4.5|. Procedure details: 10% Pd/C (200 mg) and ammonium formate (200 mg) were added to an MeOH/ethyl acetate (5 ml/5 ml) solution containing 2-(2-methoxyethoxy)-5-nitro-3-(2H-1,2,3-triazol-2-yl)pyridine (286 mg) obtained in the 1st step, followed by reflux for 1 hour. Insoluble matter was removed using Celite and the solvent was distilled away under reduced pressure. The obtained residue was purified by silica gel chromatography (n-hexane:ethyl acetate=1:0 to 1:5) and a white solid of 6-(2-methoxyethoxy)-5-(2H-1,2,3-tri...